Dataset: the Open Reaction Database (ORD), a public repository of structured organic reaction records. Task: describe an organic reaction: reactants, conditions, products, and yield Starting materials: ClC1=CC=2C3=C(C=NC2C=C1)NC(N3C3=CC=C(C=C3)C(C#N)(C)C)=O (2-(4-(8-chloro-2-oxo-2,3-dihydro-1H-imidazo[4,5-c]quinolin-1-yl)phenyl)-2-methylpropanenitrile), ClC1=CC=2C3=C(C=NC2C=C1)NC(N3C3=CC=C(C=C3)C(C#N)(C)C)=O (2-(4-(8-chloro-2-oxo-2,3-dihydro-1H-imidazo[4,5-c]quinolin-1-yl)phenyl)-2-methylpropanenitrile), C(C)(=O)[O-].[Na+] (sodium acetate), O (Water). The solvent is C(C)(=O)OC(C)=O (acetic anhydride). Product: C(C)(=O)N1C(N(C2=C1C=NC=1C=CC(=CC21)Cl)C2=CC=C(C=C2)C(C#N)(C)C)=O (2-(4-(3-Acetyl-8-chloro-2-oxo-2,3-dihydro-1H-imidazo[4,5-c]quinolin-1-yl)phenyl)-2-methylpropanenitrile). As a reaction SMILES: [Cl:1][C:2]1[CH:11]=[CH:10][C:9]2[N:8]=[CH:7][C:6]3[NH:12][C:13](=[O:26])[N:14]([C:15]4[CH:20]=[CH:19][C:18]([C:21]([CH3:25])([CH3:24])[C:22]#[N:23])=[CH:17][CH:16]=4)[C:5]=3[C:4]=2[CH:3]=1.[C:27]([O-])(=[O:29])[CH3:28].[Na+].O>C(OC(=O)C)(=O)C>[C:27]([N:12]1[C:6]2[CH:7]=[N:8][C:9]3[CH:10]=[CH:11][C:2]([Cl:1])=[CH:3][C:4]=3[C:5]=2[N:14]([C:15]2[CH:20]=[CH:19][C:18]([C:21]([CH3:24])([CH3:25])[C:22]#[N:23])=[CH:17][CH:16]=2)[C:13]1=[O:26])(=[O:29])[CH3:28] |f:1.2|. Procedure details: A mixture of 2-(4-(8-chloro-2-oxo-2,3-dihydro-1H-imidazo[4,5-c]quinolin-1-yl)phenyl)-2-methylpropanenitrile (Intermediate 2, 80 mg, 0.22 mmol) and sodium acetate (27.06 mg, 0.33 mmol) was heated at 50° C. in acetic anhydride (2 ml) for 3 hours. Reaction mixture was cooled to RT. Water was added and extracted with chloroform. Chloroform layer was washed with brine, dried over sodium sulfate and concentrated. The crude product was purified by column chromatography (silica gel, 2% acetone in chloro... Starting materials: C(=O)[C@]12[C@@H]([C@H]3CC[C@@H]4[C@]5(CC=C(C([C@@H]5CC[C@]4([C@@]3(CC1)C)C)(C)C)C1=CC3(CC(C3)(C(=O)OC(C)C)C(=O)OC(C)C)C1)C)[C@@H](CC2)C(=C)C (diisopropyl 6-((1R,3aS,5aR,5bR,7aR,11aS,11bR,13aR,13bR)-3a-formyl-5a,5b,8,8,11a-pentamethyl-1-(prop-1-en-2-yl)-2,3,3a,4,5,5a,5b,6,7,7a,8,11,11a,11b,12,13,13a,13b-octadecahydro-1H-cyclopenta[a]chrysen-9-yl)spiro[3.3]hept-5-ene-2,2-dicarboxylate), C(C)(=O)O (acetic acid), NCCCN1CCS(CC1)(=O)=O (4-(3-aminopropyl)thiomorpholine 1,1-dioxide), C(C)(=O)O[BH-](OC(C)=O)OC(C)=O.[Na+] (sodium triacetoxyborohydride). Run in ClCCCl (DCE), C(=O)(O)[O-].[Na+] (NaHCO3). Reaction conditions: time 2 hour. Yields the product O=S1(CCN(CC1)CCCNC[C@]12[C@@H]([C@H]3CC[C@@H]4[C@]5(CC=C(C([C@@H]5CC[C@]4([C@@]3(CC1)C)C)(C)C)C1=CC3(CC(C3)(C(=O)OC(C)C)C(=O)OC(C)C)C1)C)[C@@H](CC2)C(=C)C)=O (diisopropyl 6-((1R,3aS,5aR,5bR,7aR,11aS,11bR,13aR,13bR)-3a-(((3-(1,1-dioxidothiomorpholino)propyl)amino)methyl)-5a,5b,8,8,11a-pentamethyl-1-(prop-1-en-2-yl)-2,3,3a,4,5,5a,5b,6,7,7a,8,11,11a,11b,12,13,13a,13b-octadecahydro-1H-cyclopenta[a]chrysen-9-yl)spiro[3.3]hept-5-ene-2,2-dicarboxylate). Yield: 71.4%. RXN SMILES: [CH:1]([C@:3]12[CH2:47][CH2:46][C@@H:45]([C:48]([CH3:50])=[CH2:49])[C@@H:4]1[C@@H:5]1[C@@:18]([CH3:21])([CH2:19][CH2:20]2)[C@@:17]2([CH3:22])[C@@H:8]([C@:9]3([CH3:44])[C@@H:14]([CH2:15][CH2:16]2)[C:13]([CH3:24])([CH3:23])[C:12]([C:25]2[CH2:43][C:27]4([CH2:30][C:29]([C:37]([O:39][CH:40]([CH3:42])[CH3:41])=[O:38])([C:31]([O:33][CH:34]([CH3:36])[CH3:35])=[O:32])[CH2:28]4)[CH:26]=2)=[CH:11][CH2:10]3)[CH2:7][CH2:6]1)=O.C(O)(=O)C.[NH2:55][CH2:56][CH2:57][CH2:58][N:59]1[CH2:64][CH2:63][S:62](=[O:66])(=[O:65])[CH2:61][CH2:60]1.C(O[BH-](OC(=O)C)OC(=O)C)(=O)C.[Na+]>ClCCCl.C([O-])(O)=O.[Na+]>[O:65]=[S:62]1(=[O:66])[CH2:61][CH2:60][N:59]([CH2:58][CH2:57][CH2:56][NH:55][CH2:1][C@:3]23[CH2:47][CH2:46][C@@H:45]([C:48]([CH3:50])=[CH2:49])[C@@H:4]2[C@@H:5]2[C@@:18]([CH3:21])([CH2:19][CH2:20]3)[C@@:17]3([CH3:22])[C@@H:8]([C@:9]4([CH3:44])[C@@H:14]([CH2:15][CH2:16]3)[C:13]([CH3:23])([CH3:24])[C:12]([C:25]3[CH2:43][C:27]5([CH2:30][C:29]([C:31]([O:33][CH:34]([CH3:35])[CH3:36])=[O:32])([C:37]([O:39][CH:40]([CH3:42])[CH3:41])=[O:38])[CH2:28]5)[CH:26]=3)=[CH:11][CH2:10]4)[CH2:7][CH2:6]2)[CH2:64][CH2:63]1 |f:3.4,6.7|. Reported procedure: To a solution of diisopropyl 6-((1R,3aS,5aR,5bR,7aR,11aS,11bR,13aR,13bR)-3a-formyl-5a,5b,8,8,11a-pentamethyl-1-(prop-1-en-2-yl)-2,3,3a,4,5,5a,5b,6,7,7a,8,11,11a,11b,12,13,13a,13b-octadecahydro-1H-cyclopenta[a]chrysen-9-yl)spiro[3.3]hept-5-ene-2,2-dicarboxylate (100 mg, 0.146 mmol) from Step 3 in DCE (2 mL) was added acetic acid (0.017 mL, 0.291 mmol) and 4-(3-aminopropyl)thiomorpholine 1,1-dioxide (56.0 mg, 0.291 mmol). The mixture was stirred at RT for 2 h, then to the mixture was added sodium ... The reactants are OC1CCCCC1N1CCCCC1, COc1cc(C(=O)c2c(-c3ccc(OCCN4CCCC4)cc3)sc3cc(OCc4ccccc4)ccc23)ccc1O. The product is COc1cc(C(=O)c2c(-c3ccc(OCCN4CCCC4)cc3)sc3cc(OCc4ccccc4)ccc23)ccc1OC1CCCCC1N1CCCCC1. As a reaction SMILES: [N:43]1([CH:49]2[CH:50]([OH:55])[CH2:51][CH2:52][CH2:53][CH2:54]2)[CH2:44][CH2:45][CH2:46][CH2:47][CH2:48]1.[OH:1][c:2]1[c:3]([O:41][CH3:42])[cH:4][c:5]([C:8](=[O:9])[c:10]2[c:11]3[c:12]([s:13][c:14]2-[c:15]2[cH:16][cH:17][c:18]([O:21][CH2:22][CH2:23][N:24]4[CH2:25][CH2:26][CH2:27][CH2:28]4)[cH:19][cH:20]2)[cH:29][c:30]([O:33][CH2:34][c:35]2[cH:36][cH:37][cH:38][cH:39][cH:40]2)[cH:31][cH:32]3)[cH:6][cH:7]1>>[O:1]([c:2]1[c:3]([O:41][CH3:42])[cH:4][c:5]([C:8](=[O:9])[c:10]2[c:11]3[c:12]([s:13][c:14]2-[c:15]2[cH:16][cH:17][c:18]([O:21][CH2:22][CH2:23][N:24]4[CH2:25][CH2:26][CH2:27][CH2:28]4)[cH:19][cH:20]2)[cH:29][c:30]([O:33][CH2:34][c:35]2[cH:36][cH:37][cH:38][cH:39][cH:40]2)[cH:31][cH:32]3)[cH:6][cH:7]1)[CH:50]1[CH:49]([N:43]2[CH2:44][CH2:45][CH2:46][CH2:47][CH2:48]2)[CH2:54][CH2:53][CH2:52][CH2:51]1. Reactants: [OH-].[Na+] (sodium hydroxide), NC=1C(=CC(=C(C1)O)Cl)F (5-amino-2-chloro-4-fluorophenol), C1(=CC=C(C=C1)S(=O)(=O)OC1CC(CC1)C)C (3-methylcyclopentyl p-toluenesulfonate), [I-].[K+] (potassium iodide). Reagents/catalysts: [Br-].C(CCC)[N+](CCCC)(CCCC)CCCC (tetrabutylammonium bromide). The solvent is O (water), solution, C1(=CC=CC=C1)C (toluene). Reaction conditions: temperature 100 celsius. Product: FC1=C(N)C=C(C(=C1)Cl)OC1CC(CC1)C (2-fluoro-4-chloro-5-(3-methylcyclopentyloxy)aniline). Isolated yield 42.8%. As a reaction SMILES: [NH2:1][C:2]1[C:3]([F:10])=[CH:4][C:5]([Cl:9])=[C:6]([OH:8])[CH:7]=1.C1(C)C=CC(S(O[CH:21]2[CH2:25][CH2:24][CH:23]([CH3:26])[CH2:22]2)(=O)=O)=CC=1.[I-].[K+].[OH-].[Na+]>[Br-].C([N+](CCCC)(CCCC)CCCC)CCC.C1(C)C=CC=CC=1.O>[F:10][C:3]1[CH:4]=[C:5]([Cl:9])[C:6]([O:8][CH:21]2[CH2:25][CH2:24][CH:23]([CH3:26])[CH2:22]2)=[CH:7][C:2]=1[NH2:1] |f:2.3,4.5,6.7|. Procedure details: A round-bottomed flask (200 cc) equipped with a mechanical stirrer was charged with 5-amino-2-chloro-4-fluorophenol (3.00 g, 18.6 mmol), 3-methylcyclopentyl p-toluenesulfonate (4.60 g, 18.6 mmol), tetrabutylammonium bromide (300 mg, 0.93 mmol) and potassium iodide (300 mg, 1.81 mmol) to prepare a solution in toluene (30 mL). Subsequently, 48% sodium hydroxide in aqueous solution (30 mL) was added slowly and the mixture was stirred under heating at 100° C. for 48 h. After completion of the reacti... Product: ClC=1C(=C(C=CC1)C=1SC=C(N1)C(=O)O)F (2-(3-chloro-2-fluorophenyl)thiazole-4-carboxylic acid). RXN SMILES: [F:1][C:2]1[CH:7]=[C:6](OC)[CH:5]=[C:4](F)[C:3]=1[C:11]1[S:12][CH:13]=[C:14]([C:16]([OH:18])=[O:17])[N:15]=1.[Cl:19]C1C(F)=C(B(O)O)C=CC=1>>[Cl:19][C:7]1[C:2]([F:1])=[C:3]([C:11]2[S:12][CH:13]=[C:14]([C:16]([OH:18])=[O:17])[N:15]=2)[CH:4]=[CH:5][CH:6]=1. Procedure: Following the procedure of Intermediate 104, replacing 2,6-difluoro-4-methoxyphenylboronic acid with (3-chloro-2-fluorophenyl)boronic acid gave the title compound. Starting materials: FC1=C(C(=CC(=C1)OC)F)C=1SC=C(N1)C(=O)O (2-(2,6-difluoro-4-methoxyphenyl)thiazole-4-carboxylic acid), ClC=1C(=C(C=CC1)B(O)O)F ((3-chloro-2-fluorophenyl)boronic acid). As a reaction SMILES: [Cl:10][c:11]1[cH:12][cH:13][c:14]([SH:17])[cH:15][cH:16]1.[F:1][c:2]1[cH:3][cH:4][c:5]([CH:6]=[O:7])[cH:8][cH:9]1.[K+:18].[K+:19].[O-:20][C:21]([O-:22])=[O:23].[O:25]=[CH:26][N:27]([CH3:28])[CH3:29].[OH2:24]>>[c:2]1([S:17][c:14]2[cH:13][cH:12][c:11]([Cl:10])[cH:16][cH:15]2)[cH:3][cH:4][c:5]([CH:6]=[O:7])[cH:8][cH:9]1. The reactants are Sc1ccc(Cl)cc1, O=Cc1ccc(F)cc1, [K+], [K+], O=C([O-])[O-], CN(C)C=O, O. The product is O=Cc1ccc(Sc2ccc(Cl)cc2)cc1. Reactants: FC1=C2C(=NC=C1)NC(=C2)C (4-fluoro-2-methyl-1H-pyrrolo[2,3-b]pyridine), [H-].[Na+] (sodium hydride), [Cl-].[NH4+] (ammonium chloride), Cl[Si](C(C)C)(C(C)C)C(C)C (chlorotriisopropylsilane). Run in C1CCOC1 (THF), C(C)(=O)OCC (Ethyl acetate). Reaction conditions: temperature 65 celsius, time 30 minute. Yields the product FC1=C2C(=NC=C1)N(C(=C2)C)[Si](C(C)C)(C(C)C)C(C)C (4-fluoro-2-methyl-1-triisopropylsilanyl-1H-pyrrolo[2,3-b]pyridine). The yield is 65.3%. Reaction SMILES: [F:1][C:2]1[CH:7]=[CH:6][N:5]=[C:4]2[NH:8][C:9]([CH3:11])=[CH:10][C:3]=12.[H-].[Na+].Cl[Si:15]([CH:22]([CH3:24])[CH3:23])([CH:19]([CH3:21])[CH3:20])[CH:16]([CH3:18])[CH3:17].[Cl-].[NH4+]>C1COCC1.C(OCC)(=O)C>[F:1][C:2]1[CH:7]=[CH:6][N:5]=[C:4]2[N:8]([Si:15]([CH:22]([CH3:24])[CH3:23])([CH:19]([CH3:21])[CH3:20])[CH:16]([CH3:18])[CH3:17])[C:9]([CH3:11])=[CH:10][C:3]=12 |f:1.2,4.5|. Procedure: To a solution of 4-fluoro-1H-pyrrolo[2,3-b]pyridine (408 mg, 3.0 mmol), in THF (5 mL) sodium hydride (60% in oil, 120 mg, 3.0 mmol) was added in small portions. After 30 min, benzenesulfonyl chloride (0.42 mL, 3.3 mmol) was added and stirred at 23° C. for 21 h. Ethyl acetate was added (25 mL), the mixture was cooled at 0° C., neutralized with a solution of saturated ammonium chloride and layers were separated. The aqueous layer was extracted twice with ethyl acetate (2×25 mL), the organic layers...